From a dataset of the Open Reaction Database (ORD), a public repository of structured organic reaction records. describe an organic reaction: reactants, conditions, products, and yield Starting materials: N,N-dimethylaminopyridine, O1C[C@@H](CC1)O ((R)-tetrahydrofuran-3-ol), C1(=CC=C(C=C1)S(=O)(=O)Cl)C (p-toluene-sulfonylchloride). The solvent is ClCCl (dichloromethane), N1=CC=CC=C1 (pyridine), ClCCl (dichloromethane). Reaction conditions: time 12 hour. Product: O1C[C@@H](CC1)OS(=O)(=O)C1=CC=C(C=C1)C ((R)-Tetrahydrofuran-3-yl-4-methylbenzenesulfonate). As a reaction SMILES: [O:1]1[CH2:5][CH2:4][C@@H:3]([OH:6])[CH2:2]1.[C:7]1([CH3:17])[CH:12]=[CH:11][C:10]([S:13](Cl)(=[O:15])=[O:14])=[CH:9][CH:8]=1>ClCCl.N1C=CC=CC=1>[O:1]1[CH2:5][CH2:4][C@@H:3]([O:6][S:13]([C:10]2[CH:11]=[CH:12][C:7]([CH3:17])=[CH:8][CH:9]=2)(=[O:15])=[O:14])[CH2:2]1. Procedure: To a solution of (R)-tetrahydrofuran-3-ol (25.4 g) in dichloromethane (250 mL) and pyridine (60 mL) is added at 0° C. N,N-dimethylaminopyridine (DMAP; 1 g) and p-toluene-sulfonylchloride (73 g) in portions. The mixture is stirred for 12 hours at room temperature, diluted with dichloromethane and washed with 1 M aqueous HCl solution and brine. After drying (MgSO4) the solvent is evaporated and the residue is chromatographed on silica gel (dichloromethane/methanol 100:0→95:5) to give the title com... Starting materials: [BH4-], CO, [Cl-], [NH4+], [Na+], CCOC(=O)N1CCC(=O)CC1, O. Product: CCOC(=O)N1CCC(O)CC1. Reaction SMILES: [BH4-:15].[CH3:13][OH:14].[Cl-:17].[NH4+:18].[Na+:16].[O:1]=[C:2]1[CH2:3][CH2:4][N:5]([C:8](=[O:9])[O:10][CH2:11][CH3:12])[CH2:6][CH2:7]1.[OH2:19]>>[OH:1][CH:2]1[CH2:3][CH2:4][N:5]([C:8](=[O:9])[O:10][CH2:11][CH3:12])[CH2:6][CH2:7]1. Starting materials: C1(CCC1)N1CCC2=C(CC1)C=CC(=C2)OC=2SC(=CN2)[N+](=O)[O-] (3-cyclobutyl-7-[(5-nitro-1,3-thiazol-2-yl)oxy]-2,3,4,5-tetrahydro-1H-3-benzazepine), C(C)(=O)O (acetic acid), C([O-])(O)=O.[Na+] (sodium bicarbonate). The reagents and catalysts are [Fe] (Iron). Solvent: C(C)(=O)OC(C)=O (acetic anhydride). Reaction conditions: temperature 80 celsius, time 16 hour. The product is C1(CCC1)N1CCC2=C(CC1)C=CC(=C2)OC=2SC(=CN2)NC(C)=O (N-{2-[(3-Cyclobutyl-2,3,4,5-tetrahydro-1H-3-benzazepin-7-yl)oxy]-1,3-thiazol-5-yl}acetamide). Reaction SMILES: [CH:1]1([N:5]2[CH2:11][CH2:10][C:9]3[CH:12]=[CH:13][C:14]([O:16][C:17]4[S:18][C:19]([N+:22]([O-])=O)=[CH:20][N:21]=4)=[CH:15][C:8]=3[CH2:7][CH2:6]2)[CH2:4][CH2:3][CH2:2]1.C(=O)(O)[O-].[Na+].[C:30](O)(=[O:32])[CH3:31]>C(OC(=O)C)(=O)C.[Fe]>[CH:1]1([N:5]2[CH2:11][CH2:10][C:9]3[CH:12]=[CH:13][C:14]([O:16][C:17]4[S:18][C:19]([NH:22][C:30](=[O:32])[CH3:31])=[CH:20][N:21]=4)=[CH:15][C:8]=3[CH2:7][CH2:6]2)[CH2:4][CH2:3][CH2:2]1 |f:1.2|. Procedure: Iron powder (162 mg, 2.9 mmol) was added to a stirred solution of 3-cyclobutyl-7-[(5-nitro-1,3-thiazol-2-yl)oxy]-2,3,4,5-tetrahydro-1H-3-benzazepine (E210a) (162 mg, 0.47 mmol) in acetic acid (1 ml) and acetic anhydride (1 ml). The reaction mixture was stirred at 80° C. for 16 hours then cooled and poured onto ice. The solution was basified to pH 8 (sodium bicarbonate) and the resulting mixture was extracted with ethyl acetate. The organic layer was washed with brine and dried (sodium sulfate). ... The reactants are C(C)(=O)N[C@H]1[C@@H](O[C@@H]([C@H]([C@@H]1OC(C)=O)OC(C)=O)COC(C)=O)N=[N+]=[N-] (2-Acetamido-2-deoxy-3,4,6-tri-O-acetyl-β-D-glucopyranosyl azide). The reagents and catalysts are [Pd] (Pd/C). The solvent is CO (MeOH). Product: C(C)(=O)N[C@H]1[C@@H](O[C@@H]([C@H]([C@@H]1OC(C)=O)OC(C)=O)COC(C)=O)N (2-Acetamido-2-deoxy-3,4,6-tri-O-acetyl-β-D-glucopyranosyl amine). Yield: 88.8%. Reaction SMILES: [C:1]([NH:4][C@@H:5]1[C@@H:10]([O:11][C:12](=[O:14])[CH3:13])[C@H:9]([O:15][C:16](=[O:18])[CH3:17])[C@@H:8]([CH2:19][O:20][C:21](=[O:23])[CH3:22])[O:7][C@H:6]1[N:24]=[N+]=[N-])(=[O:3])[CH3:2]>CO.[Pd]>[C:1]([NH:4][C@@H:5]1[C@@H:10]([O:11][C:12](=[O:14])[CH3:13])[C@H:9]([O:15][C:16](=[O:18])[CH3:17])[C@@H:8]([CH2:19][O:20][C:21](=[O:23])[CH3:22])[O:7][C@H:6]1[NH2:24])(=[O:3])[CH3:2]. Reported procedure: 2-Acetamido-2-deoxy-3,4,6-tri-O-acetyl-β-D-glucopyranosyl azide (100 mg, 0.26 mmol) was dissolved in MeOH (5 ml) and hydrogenated over Pd/C (10%) (10 mg) for 5 h. The suspension was filtered, and the filtrate was evaporated to give 2-Acetamido-2-deoxy-3,4,6-tri-O-acetyl-β-D-glucopyranosyl amine (18) (80 mg, 86%). The reactants are IN1C(CCC1=O)=O (N-iodosuccinimide), FC=1C=C(C(=O)O)C=CC1C (3-Fluoro-4-methylbenzoic acid), ice water. Run in FC(S(=O)(=O)O)(F)F (trifluoromethanesulphonic acid). Conditions: temperature 0 celsius, time 14 hour. Yields the product FC=1C=C(C(=O)O)C=C(C1C)I (3-Fluoro-5-iodo-4-methylbenzoic acid). RXN SMILES: [F:1][C:2]1[CH:3]=[C:4]([CH:8]=[CH:9][C:10]=1[CH3:11])[C:5]([OH:7])=[O:6].[I:12]N1C(=O)CCC1=O>FC(F)(F)S(O)(=O)=O>[F:1][C:2]1[CH:3]=[C:4]([CH:8]=[C:9]([I:12])[C:10]=1[CH3:11])[C:5]([OH:7])=[O:6]. Procedure details: 3-Fluoro-4-methylbenzoic acid (1 g, 6.48 mmol, 1 eq) was dissolved in trifluoromethanesulphonic acid (10 ml) and the reaction was cooled to 0° C. To the above solution N-iodosuccinimide (1.46 g, 6.48 mmol, 1 eq) was added in portion and the reaction was stirred at room temperature for 14 h. Later the above solution was poured into 50 ml of ice water, the solid obtained was filtered. The solid was dissolved in ethylacetate, washed with sodiumthiosulphate solution and brine, the organic layer was ... Starting materials: C(Cl)(Cl)Cl (chloroform), C([O-])(O)=O.[K+] (potassium bicarbonate), C(CCCCCCCCC#CC#CCCCCCCCCCCCCCC)(=O)O (heptacosa-10,12-diynoic acid), [Cl-].[Cd+2].[Cl-] (cadmium chloride). Run in O (water). Product: C(CCCCCCCCC#CC#CCCCCCCCCCCCCCC)(=O)[O-].[Cd+2].C(CCCCCCCCC#CC#CCCCCCCCCCCCCCC)(=O)[O-] (cadmium heptacosa-10,12-diynoate). As a reaction SMILES: C(Cl)(Cl)Cl.[C:5]([OH:33])(=[O:32])[CH2:6][CH2:7][CH2:8][CH2:9][CH2:10][CH2:11][CH2:12][CH2:13][C:14]#[C:15][C:16]#[C:17][CH2:18][CH2:19][CH2:20][CH2:21][CH2:22][CH2:23][CH2:24][CH2:25][CH2:26][CH2:27][CH2:28][CH2:29][CH2:30][CH3:31].[Cl-].[Cd+2:35].[Cl-].C(=O)(O)[O-].[K+]>O>[C:5]([O-:33])(=[O:32])[CH2:6][CH2:7][CH2:8][CH2:9][CH2:10][CH2:11][CH2:12][CH2:13][C:14]#[C:15][C:16]#[C:17][CH2:18][CH2:19][CH2:20][CH2:21][CH2:22][CH2:23][CH2:24][CH2:25][CH2:26][CH2:27][CH2:28][CH2:29][CH2:30][CH3:31].[Cd+2:35].[C:5]([O-:33])(=[O:32])[CH2:6][CH2:7][CH2:8][CH2:9][CH2:10][CH2:11][CH2:12][CH2:13][C:14]#[C:15][C:16]#[C:17][CH2:18][CH2:19][CH2:20][CH2:21][CH2:22][CH2:23][CH2:24][CH2:25][CH2:26][CH2:27][CH2:28][CH2:29][CH2:30][CH3:31] |f:2.3.4,5.6,8.9.10|. Procedure details: A chloroform solution of heptacosa-10,12-diynoic acid was allowed to spread over the surface of a water solution of 4×10-4M cadmium chloride and 5×10-5M potassium bicarbonate; the solvent was then evaporated and the surface pressure is raised to 10 mN/m, thus forming a film of cadmium heptacosa-10,12-diynoate on the surface of the water. The Langmuir-Blodgett method was used to laminate 11 layers of this film onto a glass substrate, the surface of which had been treated to be hydrophilic. The reactants are OC1=C(OCC(=O)O)C=CC=C1 (2-hydroxyphenoxy acetic acid), [OH-].[Na+] (sodium hydroxide), BrC(C(=O)O)C1=NC=CC=C1 (2-bromo-2-(2-pyridyl)-acetic acid). Product: N1=C(C=CC=C1)C(C(=O)O)OC1=C(C=CC=C1)OCC(=O)O (2-(2-pyridyl)-2-(carboxymethoxyphenoxy)-acetic acid). RXN SMILES: [OH:1][C:2]1[CH:12]=[CH:11][CH:10]=[CH:9][C:3]=1[O:4][CH2:5][C:6]([OH:8])=[O:7].[OH-].[Na+].Br[CH:16]([C:20]1[CH:25]=[CH:24][CH:23]=[CH:22][N:21]=1)[C:17]([OH:19])=[O:18]>>[N:21]1[CH:22]=[CH:23][CH:24]=[CH:25][C:20]=1[CH:16]([O:1][C:2]1[CH:12]=[CH:11][CH:10]=[CH:9][C:3]=1[O:4][CH2:5][C:6]([OH:8])=[O:7])[C:17]([OH:19])=[O:18] |f:1.2|. Procedure details: A mixture of 2-hydroxyphenoxy acetic acid (16.8 g. 0.1 mole) and 80 ml. of 5N aqueous sodium hydroxide (0.4 mole) is stirred until solution is effected, then the solution treated with 2-bromo-2-(2-pyridyl)-acetic acid (21.6 g. 0.1 mole), and refluxed for 20 hours. The cooled solution is taken to neutrality and the diacid crystallized from benzene to give 2-(2-pyridyl)-2-(carboxymethoxyphenoxy)-acetic acid.